This data is from the Open Reaction Database (ORD), a public repository of structured organic reaction records. The task is: describe an organic reaction: reactants, conditions, products, and yield Reactants: ClC=1N=CC2=C(N1)N(C=C2I)C(C)C (2-chloro-5-iodo-7-isopropyl-7H-pyrrolo[2,3-d]pyrimidine), BrC=1C=NC=C(C(=O)N(C)OC)C1 (5-bromo-N-methoxy-N-methylnicotinamide). Yields the product BrC=1C=C(C=NC1)C(=O)C1=CN(C=2N=C(N=CC21)Cl)C(C)C ((5-Bromopyridin-3-yl)(2-chloro-7-isopropyl-7H-pyrrolo[2,3-d]pyrimidin-5-yl)methanone). RXN SMILES: [Cl:1][C:2]1[N:3]=[CH:4][C:5]2[C:10](I)=[CH:9][N:8]([CH:12]([CH3:14])[CH3:13])[C:6]=2[N:7]=1.[Br:15][C:16]1[CH:17]=[N:18][CH:19]=[C:20]([CH:27]=1)[C:21](N(OC)C)=[O:22]>>[Br:15][C:16]1[CH:27]=[C:20]([C:21]([C:10]2[C:5]3[CH:4]=[N:3][C:2]([Cl:1])=[N:7][C:6]=3[N:8]([CH:12]([CH3:14])[CH3:13])[CH:9]=2)=[O:22])[CH:19]=[N:18][CH:17]=1. Procedure: The title compound was prepared according to the method described for Preparation 28 using 2-chloro-5-iodo-7-isopropyl-7H-pyrrolo[2,3-d]pyrimidine (Preparation 120) and 5-bromo-N-methoxy-N-methylnicotinamide to afford the title compound as a yellow solid in 41% yield, 1.2 g. Reactants: BrB(Br)Br, Cn1nnc(N(Cc2cc(C(F)(F)F)cc(C(F)(F)F)c2)Cc2cc3cc(F)c(F)cc3nc2N2CCCC2C2CCC(CCOCc3ccccc3)CC2)n1, ClCCl. The product is Cn1nnc(N(Cc2cc(C(F)(F)F)cc(C(F)(F)F)c2)Cc2cc3cc(F)c(F)cc3nc2N2CCCC2C2CCC(CCO)CC2)n1. RXN SMILES: [B:57]([Br:58])([Br:59])[Br:60].[CH2:1]([c:2]1[cH:3][cH:4][cH:5][cH:6][cH:7]1)[O:8][CH2:9][CH2:10][CH:11]1[CH2:12][CH2:13][CH:14]([CH:17]2[N:18]([c:22]3[n:23][c:24]4[cH:25][c:26]([F:56])[c:27]([F:55])[cH:28][c:29]4[cH:30][c:31]3[CH2:32][N:33]([CH2:34][c:35]3[cH:36][c:37]([C:45]([F:46])([F:47])[F:48])[cH:38][c:39]([C:41]([F:42])([F:43])[F:44])[cH:40]3)[c:49]3[n:50][n:51][n:52]([CH3:54])[n:53]3)[CH2:19][CH2:20][CH2:21]2)[CH2:15][CH2:16]1.[Cl:61][CH2:62][Cl:63]>>[OH:8][CH2:9][CH2:10][CH:11]1[CH2:12][CH2:13][CH:14]([CH:17]2[N:18]([c:22]3[n:23][c:24]4[cH:25][c:26]([F:56])[c:27]([F:55])[cH:28][c:29]4[cH:30][c:31]3[CH2:32][N:33]([CH2:34][c:35]3[cH:36][c:37]([C:45]([F:46])([F:47])[F:48])[cH:38][c:39]([C:41]([F:42])([F:43])[F:44])[cH:40]3)[c:49]3[n:50][n:51][n:52]([CH3:54])[n:53]3)[CH2:19][CH2:20][CH2:21]2)[CH2:15][CH2:16]1. The reactants are CN1C([C@@]2([C@H](C1)C1=CC=CC=C1)CNCCC2)=O ((4R,5S)-2-Methyl-4-phenyl-2,7-diazaspiro[4.5]decan-1-one), CN1C([C@]2([C@@H](C1)C1=CC=CC=C1)CNCCC2)=O ((4S,5R)-2-Methyl-4-phenyl-2,7-diazaspiro[4.5]decan-1-one), CN1C([C@]2([C@@H](C1)C1=CC=CC=C1)CNCCC2)=O ((4S,5R)-2-Methyl-4-phenyl-2,7-diazaspiro[4.5]decan-1-one), C(C1=CC=CC=C1)OC[C@H](C(=O)O)NC(=O)OC(C)(C)C ((R)-3-(benzyloxy)-2-(tert-butoxycarbonylamino)propanoic acid), C(CC)P1(OP(OP(O1)(=O)CCC)(=O)CCC)=O (T3P), CCN(C(C)C)C(C)C (DIPEA). The solvent is Cl (HCl), CC#N (MeCN). Conditions: time 30 minute. The product is C(C1=CC=CC=C1)OC[C@H](C(=O)N1CC2(C(CN(C2=O)C)C2=CC=CC=C2)CCC1)NC(OC(C)(C)C)=O (tert-butyl (2R)-3-(benzyloxy)-1-(2-methyl-1-oxo-4-phenyl-2,7-diazaspiro[4.5]decan-7-yl)-1-oxopropan-2-ylcarbamate). RXN SMILES: [CH2:1]([O:8][CH2:9][C@@H:10]([NH:14][C:15]([O:17][C:18]([CH3:21])([CH3:20])[CH3:19])=[O:16])[C:11]([OH:13])=O)[C:2]1[CH:7]=[CH:6][CH:5]=[CH:4][CH:3]=1.C(P1(=O)OP(CCC)(=O)OP(CCC)(=O)O1)CC.CCN(C(C)C)C(C)C.[CH3:49][N:50]1[CH2:54][C@H:53]([C:55]2[CH:60]=[CH:59][CH:58]=[CH:57][CH:56]=2)[C@:52]2([CH2:65][CH2:64][CH2:63][NH:62][CH2:61]2)[C:51]1=[O:66].CN1C[C@@H](C2C=CC=CC=2)[C@@]2(CCCNC2)C1=O>CC#N.Cl>[CH2:1]([O:8][CH2:9][C@@H:10]([NH:14][C:15](=[O:16])[O:17][C:18]([CH3:21])([CH3:20])[CH3:19])[C:11]([N:62]1[CH2:63][CH2:64][CH2:65][C:52]2([C:51](=[O:66])[N:50]([CH3:49])[CH2:54][CH:53]2[C:55]2[CH:56]=[CH:57][CH:58]=[CH:59][CH:60]=2)[CH2:61]1)=[O:13])[C:2]1[CH:3]=[CH:4][CH:5]=[CH:6][CH:7]=1. Reported procedure: A mixture comprising (R)-3-(benzyloxy)-2-(tert-butoxycarbonylamino)propanoic acid (Sigma-Aldrich) (1.052 g, 3.56 mmol) and ®T3P (50% in EtOAc) (4.16 ml, 7.12 mmol) in MeCN (20 mL) was treated dropwise with DIPEA (2.488 ml, 14.25 mmol). The resulting solution was stirred at room temperature for 30 minutes, then a racemic mixture of (4R,5S)-2-Methyl-4-phenyl-2,7-diazaspiro[4.5]decan-1-one and (4S,5R)-2-Methyl-4-phenyl-2,7-diazaspiro[4.5]decan-1-one (Intermediate 1A) (1 g, 3.56 mmol) was added port... Reported procedure: Using Method C above, (R)-3-Hydroxy-1-prop-2-ynyl-pyrrolidine (60 mg, 0.48 mmol) (Example 92A) was coupled with (Z)-1,3-dihydro-5-fluoro-4-iodo-3-[(3-methoxy-1H-pyrrol-2-yl)methylene]-2H-indol-2-one (60 mg, 0.16 mmol) (Starting Material 6) using (Ph3P)4Pd (18 mg, 0.02 mmol) and a catalytic amount of Cul in a mixture of DMF (4 mL) and Et3N (4 mL) as solvent at 80° C. for 6 hrs. Upon completion, the reaction mixture was diluted with EtOAc and extracted with H2O. The organic layer was dried over Na... The solvent is CN(C)C=O (DMF), CCN(CC)CC (Et3N), CCOC(=O)C (EtOAc). Reactants: O[C@H]1CN(CC1)CC#C ((R)-3-Hydroxy-1-prop-2-ynyl-pyrrolidine), FC=1C(=C2/C(/C(NC2=CC1)=O)=C/C=1NC=CC1OC)I ((Z)-1,3-dihydro-5-fluoro-4-iodo-3-[(3-methoxy-1H-pyrrol-2-yl)methylene]-2H-indol-2-one), FC=1C(=C2/C(/C(NC2=CC1)=O)=C/C=1NC=CC1OC)I ((Z)-1,3-dihydro-5-fluoro-4-iodo-3-[(3-methoxy-1H-pyrrol-2-yl)methylene]-2H-indol-2-one). Reaction SMILES: [OH:1][C@@H:2]1[CH2:6][CH2:5][N:4]([CH2:7][C:8]#[CH:9])[CH2:3]1.[F:10][C:11]1[C:12](I)=[C:13]2[C:17](=[CH:18][CH:19]=1)[NH:16][C:15](=[O:20])/[C:14]/2=[CH:21]\[C:22]1[NH:23][CH:24]=[CH:25][C:26]=1[O:27][CH3:28]>CN(C=O)C.CCN(CC)CC.CCOC(C)=O.C1C=CC([P]([Pd]([P](C2C=CC=CC=2)(C2C=CC=CC=2)C2C=CC=CC=2)([P](C2C=CC=CC=2)(C2C=CC=CC=2)C2C=CC=CC=2)[P](C2C=CC=CC=2)(C2C=CC=CC=2)C2C=CC=CC=2)(C2C=CC=CC=2)C2C=CC=CC=2)=CC=1>[F:10][C:11]1[C:12]([C:9]#[C:8][CH2:7][N:4]2[CH2:5][CH2:6][C@@H:2]([OH:1])[CH2:3]2)=[C:13]2[C:17](=[CH:18][CH:19]=1)[NH:16][C:15](=[O:20])/[C:14]/2=[CH:21]\[C:22]1[NH:23][CH:24]=[CH:25][C:26]=1[O:27][CH3:28] |^1:51,53,72,91|. Yields the product FC=1C(=C2/C(/C(NC2=CC1)=O)=C/C=1NC=CC1OC)C#CCN1C[C@@H](CC1)O ((R)-(Z)-1,3-Dihydro-5-fluoro-4-[3-(3-hydroxy-pyrrolidin-1-yl)-1-propynyl]-3-[(3-methoxy-1H-pyrrol-2-yl)methylene]-2H-indol-2-one). The reagents and catalysts are C=1C=CC(=CC1)[P](C=2C=CC=CC2)(C=3C=CC=CC3)[Pd]([P](C=4C=CC=CC4)(C=5C=CC=CC5)C=6C=CC=CC6)([P](C=7C=CC=CC7)(C=8C=CC=CC8)C=9C=CC=CC9)[P](C=1C=CC=CC1)(C=1C=CC=CC1)C=1C=CC=CC1 ((Ph3P)4Pd). The reactants are COC(=O)C1=CC=2NN=C(C2S1)N (3-amino-1H-thieno[3,2-c]pyrazole-5-carboxylic acid methyl ester), CCN(C(C)C)C(C)C (N,N′-diisopropylethylamine), ice, ClC(=O)OCC (ethyl chloroformate). Solvent: O1CCCC1 (tetrahydrofuran). Conditions: time 1.5 hour. Yields the product NC=1C2=C(N(N1)C(=O)OCC)C=C(S2)C(=O)OC (1-ethyl 5-methyl 3-amino-1H-thieno[3,2-c]pyrazole-1,5-dicarboxylate). Yield: 62.8%. RXN SMILES: [CH3:1][O:2][C:3]([C:5]1[S:12][C:11]2[C:10]([NH2:13])=[N:9][NH:8][C:7]=2[CH:6]=1)=[O:4].CCN(C(C)C)C(C)C.Cl[C:24]([O:26][CH2:27][CH3:28])=[O:25]>O1CCCC1>[NH2:13][C:10]1[C:11]2[S:12][C:5]([C:3]([O:2][CH3:1])=[O:4])=[CH:6][C:7]=2[N:8]([C:24]([O:26][CH2:27][CH3:28])=[O:25])[N:9]=1. Procedure: To an ice-cooled suspension of 3-amino-1H-thieno[3,2-c]pyrazole-5-carboxylic acid methyl ester (35.5 mmol, 7.0 g) and N,N′-diisopropylethylamine (0.21 mol, 36.5 mL) in 71 mL of tetrahydrofuran were added, dropwise, 3.5 mL of ethyl chloroformate (36.6 mmol). After 1.5 hours, the cold suspension was concentrated under vacuum and diluted with dichloromethane. The organic phase was washed with buffer pH 4, sodium hydroxide 1 N, brine and dried over Na2SO4. The filtrate was evaporated to dryness and ... Starting materials: C(C1=CC=CC=C1)N(C1(COCC1)CNC1=CC(=NC2=CC=C(C=C12)C)N1CCS(C2=C(C1)C=CC=C2)(=O)=O)CC2=CC=CC=C2 (N-{[3-(Dibenzylamino)tetrahydrofuran-3-yl]methyl}-2-(1,1-dioxido-2,3-dihydro-1,4-benzothiazepin-4(5H)-yl)-6-methylquinolin-4-amine), NCC1(COC1)N(CC1=CC=CC=C1)CC1=CC=CC=C1 (3-(aminomethyl)-N,N-dibenzyloxetan-3-amine). Product: NC1(COC1)CNC1=CC(=NC2=CC=C(C=C12)C)N1CCS(C2=C(C1)C=CC(=C2)C)(=O)=O (N-[(3-Aminooxetan-3-yl)methyl]-6-methyl-2-(8-methyl-1,1-dioxido-2,3-dihydro-1,4-benzothiazepin-4(5H)-yl)quinolin-4-amine). RXN SMILES: C([N:8](CC1C=CC=CC=1)[C:9]1([CH2:14][NH:15][C:16]2[C:25]3[C:20](=[CH:21][CH:22]=[C:23]([CH3:26])[CH:24]=3)[N:19]=[C:18]([N:27]3[CH2:33][C:32]4[CH:34]=[CH:35][CH:36]=[CH:37][C:31]=4[S:30](=[O:39])(=[O:38])[CH2:29][CH2:28]3)[CH:17]=2)[CH2:13]C[O:11][CH2:10]1)C1C=CC=CC=1.N[CH2:48]C1(N(CC2C=CC=CC=2)CC2C=CC=CC=2)COC1>>[NH2:8][C:9]1([CH2:14][NH:15][C:16]2[C:25]3[C:20](=[CH:21][CH:22]=[C:23]([CH3:26])[CH:24]=3)[N:19]=[C:18]([N:27]3[CH2:33][C:32]4[CH:34]=[CH:35][C:36]([CH3:48])=[CH:37][C:31]=4[S:30](=[O:38])(=[O:39])[CH2:29][CH2:28]3)[CH:17]=2)[CH2:10][O:11][CH2:13]1. Procedure: The title compound was prepared in analogy to Example 2-1 in Scheme 4 by using 4-(4-chloro-6-methylquinolin-2-yl)-8-methyl-2,3,4,5-tetrahydro-1,4-benzothiazepine 1,1-dioxide (prepared in analogy to 4-(4-chloro-6-methylquinolin-2-yl)-2,3,4,5-tetrahydro-1,4-benzothiazepine 1,1-dioxide in Example 2-1 by using 8-methyl-2,3,4,5-tetrahydro-1,4-benzothiazepine and 2,4-dichloro-6-methylquinoline) and 3-(aminomethyl)-N,N-dibenzyloxetan-3-amine. MS obsd. (ESI+) [(M+H)+] 453, 1H NMR (400 MHz, CD3OD) δ ppm ... The reactants are O.NN (hydrazine hydrate), Cl (hydrochloric acid), [Na][Na] (disodium), C(C1=CC=CC=C1)(=O)CC(=O)C1=C(C(=O)O)C=CC=C1 (2-benzoylacetylbenzoic acid), Cl (hydrochloric acid). The solvent is O (water), CO (methanol). Yields the product C(=O)(O)C1=C(C=CC=C1)C1=NNC(=C1)C1=CC=CC=C1 (3-(2-carboxyphenyl)-5-phenylpyrazole). As a reaction SMILES: [Na][Na].[C:3]([CH2:11][C:12]([C:14]1[CH:22]=[CH:21][CH:20]=[CH:19][C:15]=1[C:16]([OH:18])=[O:17])=O)(=O)[C:4]1[CH:9]=[CH:8][CH:7]=[CH:6][CH:5]=1.Cl.O.[NH2:25][NH2:26]>CO.O>[C:16]([C:15]1[CH:19]=[CH:20][CH:21]=[CH:22][C:14]=1[C:12]1[CH:11]=[C:3]([C:4]2[CH:9]=[CH:8][CH:7]=[CH:6][CH:5]=2)[NH:26][N:25]=1)([OH:18])=[O:17] |f:3.4|. Procedure: To a slurry of 100 g of the disodium salt of 2-benzoylacetylbenzoic acid in 400 ml of methanol is added first 12.5 g concentrated hydrochloric acid, followed by 11 g of hydrazine hydrate. This reaction mixture is heated at reflux for 1/2 hour, cooled to 5°-10°, acidified to pH 3 with concentrated hydrochloric acid, and diluted with 300 ml of water. The crystals are filtered off and recrystallized from ethanol-water, yielding 59 g of 3-(2-carboxyphenyl)-5-phenylpyrazole, mp 204°-205.5°.